Dataset: the Open Reaction Database (ORD), a public repository of structured organic reaction records. Task: describe an organic reaction: reactants, conditions, products, and yield Reactants: O=C1CCCNc2ccc(Br)cc21, CC(=O)O[BH-](OC(C)=O)OC(C)=O, CC(=O)O, CCC=O, ClCCCl, [Na+], O. The product is CCCN1CCCC(=O)c2cc(Br)ccc21. RXN SMILES: [Br:1][c:2]1[cH:3][cH:4][c:5]2[c:6]([cH:13]1)[C:7](=[O:12])[CH2:8][CH2:9][CH2:10][NH:11]2.[C:22]([O:23][BH-:24]([O:25][C:26](=[O:27])[CH3:28])[O:29][C:30](=[O:31])[CH3:32])(=[O:33])[CH3:34].[CH3:18][C:19](=[O:20])[OH:21].[CH:14]([CH2:15][CH3:16])=[O:17].[Cl:36][CH2:37][CH2:38][Cl:39].[Na+:35].[OH2:40]>>[Br:1][c:2]1[cH:3][cH:4][c:5]2[c:6]([cH:13]1)[C:7](=[O:12])[CH2:8][CH2:9][CH2:10][N:11]2[CH2:14][CH2:15][CH3:16]. The reactants are O=C(n1ccnc1)n1ccnc1, CC(SCCOc1ccccc1)c1nnc(-c2ccc(C(=O)O)cc2)o1, CN(C)CCCN. Yields the product CC(SCCOc1ccccc1)c1nnc(-c2ccc(C(=O)NCCCN(C)C)cc2)o1. As a reaction SMILES: [C:27]([n:28]1[cH:29][cH:30][n:31][cH:32]1)([n:33]1[cH:34][cH:35][n:36][cH:37]1)=[O:38].[CH3:1][CH:2]([c:3]1[n:4][n:5][c:6](-[c:8]2[cH:9][cH:10][c:11]([C:12](=[O:13])[OH:14])[cH:15][cH:16]2)[o:7]1)[S:17][CH2:18][CH2:19][O:20][c:21]1[cH:22][cH:23][cH:24][cH:25][cH:26]1.[CH3:39][N:40]([CH2:41][CH2:42][CH2:43][NH2:44])[CH3:45]>>[CH3:1][CH:2]([c:3]1[n:4][n:5][c:6](-[c:8]2[cH:9][cH:10][c:11]([C:12](=[O:14])[NH:44][CH2:43][CH2:42][CH2:41][N:40]([CH3:39])[CH3:45])[cH:15][cH:16]2)[o:7]1)[S:17][CH2:18][CH2:19][O:20][c:21]1[cH:22][cH:23][cH:24][cH:25][cH:26]1. Reactants: O=C([O-])[O-], CC(=O)SCCC(=O)Cl, ClCCl, COC(=O)C1Cc2ccccc2N1, [K+], [K+]. Product: COC(=O)C1Cc2ccccc2N1C(=O)CCSC(C)=O. As a reaction SMILES: [C:1](=[O:2])([O-:3])[O-:4].[C:20]([CH3:21])(=[O:22])[S:23][CH2:24][CH2:25][C:26](=[O:27])[Cl:28].[CH2:29]([Cl:30])[Cl:31].[CH3:7][O:8][C:9](=[O:10])[CH:11]1[NH:12][c:13]2[cH:14][cH:15][cH:16][cH:17][c:18]2[CH2:19]1.[K+:5].[K+:6]>>[CH3:7][O:8][C:9](=[O:10])[CH:11]1[N:12]([C:26]([CH2:25][CH2:24][S:23][C:20]([CH3:21])=[O:22])=[O:27])[c:13]2[cH:14][cH:15][cH:16][cH:17][c:18]2[CH2:19]1. The reactants are N1=CC(=CC=C1)C=O (3-pyridine carboxaldehyde), C(#C)[Mg]Cl (ethynylmagnesium chloride). The solvent is C1CCOC1 (THF). Yields the product OC(C#C)C=1C=NC=CC1 (3-Hydroxy-3-(3-pyridinyl)-1-propyne). As a reaction SMILES: [N:1]1[CH:6]=[CH:5][CH:4]=[C:3]([CH:7]=[O:8])[CH:2]=1.[C:9]([Mg]Cl)#[CH:10]>C1COCC1>[OH:8][CH:7]([C:3]1[CH:2]=[N:1][CH:6]=[CH:5][CH:4]=1)[C:9]#[CH:10]. Procedure details: 3-Hydroxy-3-(3-pyridinyl)-1-propyne was prepared according to Method A above using 3-pyridine carboxaldehyde (0.428 g, 4 mmol) (Aldrich) in THF (20 mL) and ethynylmagnesium chloride (5 mmol, 10 mL, 0.5M solution in tetrahydrofuran) (Aldrich). (Yield 440 mg, 83%).